From a dataset of the Open Reaction Database (ORD), a public repository of structured organic reaction records. describe an organic reaction: reactants, conditions, products, and yield Reactants: [Cl-].[NH4+] (ammonium chloride), FC=1C=C(C=CC1)C1=NC=2C(=NC=CC2)N1C=1C=CC(=NC1)O (5-[2-(3-fluorophenyl)-3H-imidazo [4,5-b]pyridin-3-yl]-2-pyridinol), C[O-].[Na+] (sodium methoxide), CI (methyl iodide). Solvent: C(C)(=O)OCC (Ethyl acetate), O1CCCC1 (tetrahydrofuran), CO (methanol). Yields the product FC=1C=C(C=CC1)C1=NC=2C(=NC=CC2)N1C=1C=CC(N(C1)C)=O (5-[2-(3-Fluorophenyl)-3H-imidazo[4,5-b]pyridin-3-yl]-1-methyl-1,2-dihydro-2-pyridinone). Isolated yield 61.2%. As a reaction SMILES: [F:1][C:2]1[CH:3]=[C:4]([C:8]2[N:16]([C:17]3[CH:18]=[CH:19][C:20]([OH:23])=[N:21][CH:22]=3)[C:11]3=[N:12][CH:13]=[CH:14][CH:15]=[C:10]3[N:9]=2)[CH:5]=[CH:6][CH:7]=1.[CH3:24][O-].[Na+].CI.[Cl-].[NH4+]>C(OCC)(=O)C.O1CCCC1.CO>[F:1][C:2]1[CH:3]=[C:4]([C:8]2[N:16]([C:17]3[CH:18]=[CH:19][C:20](=[O:23])[N:21]([CH3:24])[CH:22]=3)[C:11]3=[N:12][CH:13]=[CH:14][CH:15]=[C:10]3[N:9]=2)[CH:5]=[CH:6][CH:7]=1 |f:1.2,4.5|. Reported procedure: A solution of 250 mg of 5-[2-(3-fluorophenyl)-3H-imidazo [4,5-b]pyridin-3-yl]-2-pyridinol, 177 mg of sodium methoxide and 306 μL methyl iodide in a mixture (10 mL) of methanol and tetrahydrofuran in a ratio of 1/1 was stirred at room temperature for 1 day. Ethyl acetate and a saturated aqueous ammonium chloride solution were added thereto and the mixture was extracted 3 times with ethyl acetate. The organic layer was washed once with brine and dried over magnesium sulfate followed by distilling ... Starting materials: C(C1=CC=CC=C1)N1C(CCCC1)CBr (N-Benzyl-2-bromomethylpiperidine), C(C)(C)N(CC)C(C)C (diisopropylethylamine), FC1=CC=C(C=C1)C=1N=NNN1 (5-(4-fluoro-phenyl)-2H-tetrazole), C([O-])([O-])=O.[K+].[K+] (potassium carbonate). Solvent: C=1(C(=CC=CC1)C)C (xylene). Conditions: time 16 hour. The product is C(C1=CC=CC=C1)N1C(CCCC1)CN1N=C(N=N1)C1=CC=C(C=C1)F ((RS)-1-Benzyl-2-[5-(4fluoro-phenyl)tetrazol-2-ylmethyl]-piperidine). Reaction SMILES: [CH2:1]([N:8]1[CH2:13][CH2:12][CH2:11][CH2:10][CH:9]1[CH2:14]Br)[C:2]1[CH:7]=[CH:6][CH:5]=[CH:4][CH:3]=1.[F:16][C:17]1[CH:22]=[CH:21][C:20]([C:23]2[N:24]=[N:25][NH:26][N:27]=2)=[CH:19][CH:18]=1.C(=O)([O-])[O-].[K+].[K+].C(N(C(C)C)CC)(C)C>C1(C)C(C)=CC=CC=1>[CH2:1]([N:8]1[CH2:13][CH2:12][CH2:11][CH2:10][CH:9]1[CH2:14][N:25]1[N:26]=[N:27][C:23]([C:20]2[CH:21]=[CH:22][C:17]([F:16])=[CH:18][CH:19]=2)=[N:24]1)[C:2]1[CH:7]=[CH:6][CH:5]=[CH:4][CH:3]=1 |f:2.3.4|. Reported procedure: N-Benzyl-2-bromomethylpiperidine (2.1 g), 5-(4-fluoro-phenyl)-2H-tetrazole (1.28 g) and potassium carbonate (6 g) were combined in xylene (100 ml) containing diisopropylethylamine (7 ml) and boiled for 16 h. The reaction mixture was cooled to room temperature, filtered, solvent removed at reduced pressure and the residue column chromatographed (silica gel; diethyl ether/petroleum ether 40:60 eluant) to give after combining appropriate fractions and removing solvent at reduced pressure the title ... Starting materials: NCC(=O)O (glycine), NCC(=O)O (glycine), C([C@@H]([C@@H]1[C@H]([C@@H](C(=O)O1)O)O)O)O (L-galactono-gamma-lactone). Yields the product O=C1C(O)=C(O)[C@H](O1)[C@@H](O)CO (L-ascorbic acid). Reported procedure: A 4.0 liter laboratory scale airlift fermentor was filled with sterile glycine medium, pH 4.1, containing 2.75% w/v ethanol, 0.7% glycine and 0.5% L-galactono-gamma-lactone. The fermentor was inoculated with a 24 hour suspension of the C. norvegensis KCC MF-42 cells washed from G-Agar (2.5%) flasks. The viable cell count at 0 hour was 5.5×106. Aeration of the fermentor was adjusted to 1.9 liters of air per liter of fermentation medium per minute [V/V/minute]which provided a cycle rate of 5.0 m-1... The solvent is C(C)O (ethanol). As a reaction SMILES: NCC(O)=O.[CH2:6]([OH:17])[C@H:7]([OH:16])[C@H:8]1[O:13][C:11](=[O:12])[C@@H:10]([OH:14])[C@@H:9]1[OH:15]>C(O)C>[O:12]=[C:11]1[O:13][C@H:8]([C@H:7]([CH2:6][OH:17])[OH:16])[C:9]([OH:15])=[C:10]1[OH:14]. Conditions: time 24 hour. The reactants are BrC=1C=C(C=CC1)CC(=O)O (3-Bromophenyl acetic acid), CO (methanol). Reagents/catalysts: S(O)(O)(=O)=O (sulfuric acid). Yields the product BrC=1C=C(C=CC1)CC(=O)OC (methyl (3-bromophenyl)acetate). The yield is 99.0%. RXN SMILES: [Br:1][C:2]1[CH:3]=[C:4]([CH2:8][C:9]([OH:11])=[O:10])[CH:5]=[CH:6][CH:7]=1.[CH3:12]O>S(=O)(=O)(O)O>[Br:1][C:2]1[CH:3]=[C:4]([CH2:8][C:9]([O:11][CH3:12])=[O:10])[CH:5]=[CH:6][CH:7]=1. Procedure details: 3-Bromophenyl acetic acid (2.0 g, 9.3 mmol) was dissolved in methanol (20 ml) in a 50 ml flask. Concentrated sulfuric acid (2 drops) was added, and the mixture was refluxed under nitrogen for ten hours then concentrated under reduced pressure. The residue was mixed with dichloromethane (20 ml) and saturated sodium bicarbonate solution (10 ml). The organic material was separated, dried (MgSO4) and concentrated under reduced pressure. The residue was flushed through silica gel with hexane/ethyl ac... Starting materials: Brc1cccc(Br)n1, C1CCOC1, [Li]CCCC, CC#N. Product: N#CCc1cccc(Br)n1. As a reaction SMILES: [Br:9][c:10]1[n:11][c:12]([Br:16])[cH:13][cH:14][cH:15]1.[CH2:17]1[O:18][CH2:19][CH2:20][CH2:21]1.[CH2:4]([Li:5])[CH2:6][CH2:7][CH3:8].[CH3:1][C:2]#[N:3]>>[CH2:1]([C:2]#[N:3])[c:10]1[n:11][c:12]([Br:16])[cH:13][cH:14][cH:15]1. The reactants are C(C)(C)(C)OC1=CC=C(CC2C3OC(OC3C(NC(N2)=O)CC2=CC=C(C=C2)OC(C)(C)C)(C)C)C=C1 (4,8-Bis-(4-tert-butoxy-benzyl)-2,2-dimethyl-hexahydro-1,3-dioxa-5,7-diaza-azulen-6-one), C(=O)(C(F)(F)F)O (TFA). Run in ClCCl (dichloromethane). Conditions: time 2 hour. The product is OC1C(NC(NC(C1O)CC1=CC=C(C=C1)O)=O)CC1=CC=C(C=C1)O (5,6-Dihydroxy-4,7-bis-(4-hydroxy-benzyl)-[1,3]diazepan-2-one). As a reaction SMILES: C([O:5][C:6]1[CH:37]=[CH:36][C:9]([CH2:10][CH:11]2[NH:20][C:19](=[O:21])[NH:18][CH:17]([CH2:22][C:23]3[CH:28]=[CH:27][C:26]([O:29]C(C)(C)C)=[CH:25][CH:24]=3)[CH:16]3[CH:12]2[O:13]C(C)(C)[O:15]3)=[CH:8][CH:7]=1)(C)(C)C.C(O)(C(F)(F)F)=O>ClCCl>[OH:13][CH:12]1[CH:16]([OH:15])[CH:17]([CH2:22][C:23]2[CH:24]=[CH:25][C:26]([OH:29])=[CH:27][CH:28]=2)[NH:18][C:19](=[O:21])[NH:20][CH:11]1[CH2:10][C:9]1[CH:8]=[CH:7][C:6]([OH:5])=[CH:37][CH:36]=1. Procedure: Cyclic Urea 2.8 (0.4 g, 0.78 mmol) was dissolved in dichloromethane (3 mL) and treated with TFA (1 mL). The mixture was stirred at room temperature for 2 h upon which time a white solid precipitated. 2 drops of water and methanol (2 mL) were added and the homogeneous solution was stirred for 1 h and concentrated under reduced pressure. The crude solid, 2.9, was dried overnight and then used without further purification. The reactants are C(#N)C1(C(C(=C(C2=CC=CC=C12)O)C(=O)NCC(=O)OC(C)(C)C)=O)C (1,1-Dimethylethyl N-((1-cyano-4-hydroxy-1-methyl-2-oxo-naphthalen-3-yl)carbonyl)glycinate), C15H12N2O5. Solvent: C(=O)(C(F)(F)F)O (TFA). Reaction conditions: time 45 minute. Yields the product C(#N)C1(C(C(=C(C2=CC=CC=C12)O)C(=O)NCC(=O)O)=O)C (N-((1-Cyano-4-hydroxy-1-methyl-2-oxo-naphthalen-3-yl)carbonyl)glycine). Reaction SMILES: [C:1]([C:3]1([CH3:26])[C:12]2[C:7](=[CH:8][CH:9]=[CH:10][CH:11]=2)[C:6]([OH:13])=[C:5]([C:14]([NH:16][CH2:17][C:18]([O:20]C(C)(C)C)=[O:19])=[O:15])[C:4]1=[O:25])#[N:2]>C(O)(C(F)(F)F)=O>[C:1]([C:3]1([CH3:26])[C:12]2[C:7](=[CH:8][CH:9]=[CH:10][CH:11]=2)[C:6]([OH:13])=[C:5]([C:14]([NH:16][CH2:17][C:18]([OH:20])=[O:19])=[O:15])[C:4]1=[O:25])#[N:2]. Procedure details: 1,1-Dimethylethyl N-((1-cyano-4-hydroxy-1-methyl-2-oxo-naphthalen-3-yl)carbonyl)glycinate (0.100 g, 0.28 mmol) was placed in a 25 mL round bottom flask and TFA (10 mL) was added. The resulting mixture was then stirred for 45 minutes. TFA was then removed under vacuum, and DCM was used to azeotrope off TFA (3×) resulting in a yellow solid. MS (m/z)=301 (M+H)+. Calculated for C15H12N2O5 300.07. Starting materials: NC(=O)[C@H](C(C)(C)C)NC(=O)N1C(N(C2=C1C=CC=C2)CCS(=O)C)=O (N-[(1S)-1-(aminocarbonyl)-2,2-dimethylpropyl]-3-[2-(methylsulfinyl)ethyl]-2-oxo-2,3-dihydro-1H-benzimidazole-1-carboxamide), ClC1=CC(=CC=C1)C(=O)OO (m-chloroperbenzoic acid), C(=O)(O)[O-].[Na+] (NaHCO3). Run in ClCCl (dichloromethane). Conditions: time 8 hour. The product is NC(=O)[C@H](C(C)(C)C)NC(=O)N1C(N(C2=C1C=CC=C2)CCS(=O)(=O)C)=O (N-[(1S)-1-(Aminocarbonyl)-2,2-dimethylpropyl]-3-[2-(methylsulfonyl)ethyl]-2-oxo-2,3-dihydro-1H-benzimidazole-1-carboxamide). As a reaction SMILES: [NH2:1][C:2]([C@@H:4]([NH:9][C:10]([N:12]1[C:16]2[CH:17]=[CH:18][CH:19]=[CH:20][C:15]=2[N:14]([CH2:21][CH2:22][S:23]([CH3:25])=[O:24])[C:13]1=[O:26])=[O:11])[C:5]([CH3:8])([CH3:7])[CH3:6])=[O:3].ClC1C=CC=C(C(OO)=[O:35])C=1.C([O-])(O)=O.[Na+]>ClCCl>[NH2:1][C:2]([C@@H:4]([NH:9][C:10]([N:12]1[C:16]2[CH:17]=[CH:18][CH:19]=[CH:20][C:15]=2[N:14]([CH2:21][CH2:22][S:23]([CH3:25])(=[O:35])=[O:24])[C:13]1=[O:26])=[O:11])[C:5]([CH3:8])([CH3:7])[CH3:6])=[O:3] |f:2.3|. Procedure: A mixture of N-[(1S)-1-(aminocarbonyl)-2,2-dimethylpropyl]-3-[2-(methylsulfinyl)ethyl]-2-oxo-2,3-dihydro-1H-benzimidazole-1-carboxamide (Example 33, 150 mg), m-chloroperbenzoic acid (70%, 170 mg) and NaHCO3 (150 mg) in dichloromethane (5 mL) was stirred overnight and quenched with sat. Na2S2O3 aq. (25 mL) The whole was extracted with ethyl acetate (25 mL×2). The combined organic layers were washed with brine, dried over magnesium sulfate, filtrated and concentrated in vacuo. The residue was puri...